From a dataset of the Open Reaction Database (ORD), a public repository of structured organic reaction records. describe an organic reaction: reactants, conditions, products, and yield Starting materials: CC#CCOc1nsnc1-c1cccnc1, CC(C)=O, CI. Product: CC#CCOc1nsnc1-c1ccc[n+](C)c1, [I-]. As a reaction SMILES: [CH2:3]([C:4]#[C:5][CH3:6])[O:7][c:8]1[n:9][s:10][n:11][c:12]1-[c:13]1[cH:14][n:15][cH:16][cH:17][cH:18]1.[CH3:19][C:20](=[O:21])[CH3:22].[CH3:1][I:2]>>[CH3:1][n+:15]1[cH:14][c:13](-[c:12]2[c:8]([O:7][CH2:3][C:4]#[C:5][CH3:6])[n:9][s:10][n:11]2)[cH:18][cH:17][cH:16]1.[I-:2]. Starting materials: ClC1=CC=C(C=C1)C1=NN=C2N1C=CN=C2 (3-(4-Chlorophenyl)-[1,2,4]triazolo[4,3-a]pyrazine). The reagents and catalysts are [Pd] (Pd/C). Solvent: C(C)O (ethanol). The product is ClC1=CC=C(C=C1)C1=NN=C2N1CCNC2 (3-(4-chlorophenyl)-5,6,7,8-tetrahydro-[1,2,4]triazolo[4,3-a]pyrazine). Isolated yield 86.0%. As a reaction SMILES: [Cl:1][C:2]1[CH:7]=[CH:6][C:5]([C:8]2[N:12]3[CH:13]=[CH:14][N:15]=[CH:16][C:11]3=[N:10][N:9]=2)=[CH:4][CH:3]=1>[Pd].C(O)C>[Cl:1][C:2]1[CH:7]=[CH:6][C:5]([C:8]2[N:12]3[CH2:13][CH2:14][NH:15][CH2:16][C:11]3=[N:10][N:9]=2)=[CH:4][CH:3]=1. Reported procedure: 3-(4-Chlorophenyl)-[1,2,4]triazolo[4,3-a]pyrazine (2.01 g) was hydrogenated under atmospheric hydrogen with 10% Pd/C (400 mg Celite® (diatomaceous earth)) as a catalyst in ethanol (20 mL) at RT for 18 h. The reaction mixture was filtered through and concentrated. Purification by flash chromatography (silica gel, 10% methanol/dichloromethane) afforded 3-(4-chlorophenyl)-5,6,7,8-tetrahydro-[1,2,4]triazolo[4,3-a]pyrazine (86% yield) as a viscous oil. The reactants are [N+](=O)([O-])C=1C=C(C=CC1C=1SC2=NC(=CC=C2N1)C1(CC1)C1=CC=CC=C1)CO ((3-nitro-4-(5-(1-phenylcyclopropyl)thiazolo[5,4-b]pyridine-2-yl)phenyl)methanol), C1(=CC=CC=C1)P(C1=CC=CC=C1)C1=CC=CC=C1 (triphenyl phosphine), C(Br)(Br)(Br)Br (carbon tetrabromide). Solvent: C(Cl)Cl (DCM). Reaction conditions: time 1 hour. Yields the product BrCC1=CC(=C(C=C1)C=1SC2=NC(=CC=C2N1)C1(CC1)C1=CC=CC=C1)[N+](=O)[O-] (2-(4-(bromomethyl)-2-nitrophenyl)-5-(1-phenylcyclopropyl)thiazolo-[5,4-b]pyridine). RXN SMILES: [N+:1]([C:4]1[CH:5]=[C:6]([CH2:28]O)[CH:7]=[CH:8][C:9]=1[C:10]1[S:11][C:12]2[C:17]([N:18]=1)=[CH:16][CH:15]=[C:14]([C:19]1([C:22]3[CH:27]=[CH:26][CH:25]=[CH:24][CH:23]=3)[CH2:21][CH2:20]1)[N:13]=2)([O-:3])=[O:2].C1(P(C2C=CC=CC=2)C2C=CC=CC=2)C=CC=CC=1.C(Br)(Br)(Br)[Br:50]>C(Cl)Cl>[Br:50][CH2:28][C:6]1[CH:7]=[CH:8][C:9]([C:10]2[S:11][C:12]3[C:17]([N:18]=2)=[CH:16][CH:15]=[C:14]([C:19]2([C:22]4[CH:27]=[CH:26][CH:25]=[CH:24][CH:23]=4)[CH2:20][CH2:21]2)[N:13]=3)=[C:4]([N+:1]([O-:3])=[O:2])[CH:5]=1. Procedure: To a nearly clear solution of (3-nitro-4-(5-(1-phenylcyclopropyl)thiazolo[5,4-b]pyridine-2-yl)phenyl)methanol (0.394 g, 0.977 mmol) and triphenyl phosphine (0.294 mL, 1.27 mmol) in 10 mL DCM at 0° C. was added carbon tetrabromide (0.114 mL, 1.17 mmol) in one portion. The reaction mixture was allowed to stir 1 h, then was treated with 3.5 g silica gel and dried. Purification by silica gel chromatography, 40 g, 0-30% EA/hexanes gave 2-(4-(bromomethyl)-2-nitrophenyl)-5-(1-phenylcyclopropyl)thiazolo... Reactants: C12(CC3CC(CC(C1)C3)C2)O (1-adamantanol), ClCC(=O)O (chloroacetic acid), [H-].[Na+] (sodium hydride), resultant suspension. The solvent is C1CCOC1 (THF), C1CCOC1 (THF), ice water, C1CCOC1 (THF). Conditions: time 10 minute. The product is C12(CC3CC(CC(C1)C3)C2)OCC(=O)O ((Adamantan-1-yloxy)-acetic acid). Isolated yield 83.0%. RXN SMILES: [H-].[Na+].[C:3]12([OH:13])[CH2:12][CH:7]3[CH2:8][CH:9]([CH2:11][CH:5]([CH2:6]3)[CH2:4]1)[CH2:10]2.Cl[CH2:15][C:16]([OH:18])=[O:17]>C1COCC1>[C:3]12([O:13][CH2:15][C:16]([OH:18])=[O:17])[CH2:10][CH:9]3[CH2:8][CH:7]([CH2:6][CH:5]([CH2:11]3)[CH2:4]1)[CH2:12]2 |f:0.1|. Reported procedure: To a stirred, ice-cooled suspension of sodium hydride (60% dispersion in mineral oil, 39.4 g, 985 mmol) in THF (250 mL) was added dropwise a solution of 1-adamantanol (50.0 g, 328 mmol) in THF (250 mL) over a period of 30 minutes. The resultant suspension was allowed to warm to ambient temperature and stirred at this temperature for 10 minutes. The suspension was re-cooled in ice/water and a solution of chloroacetic acid (46.5 g, 492 mmol) in THF (250 mL) was added slowly over 30 minutes (CARE V... Reactants: C=CCOC(=O)OCc1ccccc1C(=O)OCc1ccc(OC)cc1, COc1ccccc1, Cc1ccccc1, O=C(O)C(F)(F)F. The product is C=CCOC(=O)OCc1ccccc1C(=O)O. RXN SMILES: [CH2:1]([CH:2]=[CH2:3])[O:4][C:5](=[O:6])[O:7][CH2:8][c:9]1[c:10]([C:11](=[O:12])[O:13][CH2:14][c:15]2[cH:16][cH:17][c:18]([O:19][CH3:20])[cH:21][cH:22]2)[cH:23][cH:24][cH:25][cH:26]1.[CH3:27][O:28][c:29]1[cH:30][cH:31][cH:32][cH:33][cH:34]1.[CH3:42][c:43]1[cH:44][cH:45][cH:46][cH:47][cH:48]1.[OH:35][C:36]([C:37]([F:38])([F:39])[F:40])=[O:41]>>[CH2:1]([CH:2]=[CH2:3])[O:4][C:5](=[O:6])[O:7][CH2:8][c:9]1[c:10]([C:11](=[O:12])[OH:13])[cH:23][cH:24][cH:25][cH:26]1. As a reaction SMILES: [NH2:1][C:2]1[CH:3]=[CH:4][C:5]([F:18])=[C:6]([C@:8]2([CH3:17])[C:13]([F:15])([F:14])[CH2:12][O:11][C:10]([NH2:16])=[N:9]2)[CH:7]=1.[Cl:19][C:20]1[C:21]([C:26](O)=[O:27])=[N:22][N:23]([CH3:25])[CH:24]=1>>[NH2:16][C:10]1[O:11][CH2:12][C:13]([F:14])([F:15])[C@:8]([C:6]2[CH:7]=[C:2]([NH:1][C:26]([C:21]3[C:20]([Cl:19])=[CH:24][N:23]([CH3:25])[N:22]=3)=[O:27])[CH:3]=[CH:4][C:5]=2[F:18])([CH3:17])[N:9]=1. Procedure: The condensation of (R)-4-(5-amino-2-fluoro-phenyl)-5,5-difluoro-4-methyl-5,6-dihydro-4H-[1,3]oxazin-2-ylamine (intermediate XI-1) and 4-chloro-1-methyl-1H-pyrazole-3-carboxylic acid following procedure I yielded the title compound as a colorless amorphous material. MS (ISP): m/z=402.3 [M+H]+. Starting materials: NC=1C=CC(=C(C1)[C@]1(N=C(OCC1(F)F)N)C)F ((R)-4-(5-amino-2-fluoro-phenyl)-5,5-difluoro-4-methyl-5,6-dihydro-4H-[1,3]oxazin-2-ylamine), ClC=1C(=NN(C1)C)C(=O)O (4-chloro-1-methyl-1H-pyrazole-3-carboxylic acid). Product: NC=1OCC([C@@](N1)(C)C=1C=C(C=CC1F)NC(=O)C1=NN(C=C1Cl)C)(F)F (4-Chloro-1-methyl-1H-pyrazole-3-carboxylic acid [3-((R)-2-amino-5,5-difluoro-4-methyl-5,6-dihydro-4H-[1,3]oxazin-4-yl)-4-fluoro-phenyl]-amide). Starting materials: C(C)(C)C1=CC=C(C=C1)C(CCCC(=O)O)=O (5-(4-Isopropyl-phenyl)-5-oxo-pentanoic acid), [OH-].[Na+] (Sodium hydroxide). Run in C(C)O (ethanol). Conditions: time 8 hour. Yields the product [Na+].C(C)(C)C1=CC=C(C=C1)C(CCCC(=O)[O-])=O (5-(4-Isopropyl-phenyl)-5-oxo-pentanoic acid sodium salt). RXN SMILES: [CH:1]([C:4]1[CH:9]=[CH:8][C:7]([C:10](=[O:17])[CH2:11][CH2:12][CH2:13][C:14]([OH:16])=[O:15])=[CH:6][CH:5]=1)([CH3:3])[CH3:2].[OH-].[Na+:19]>C(O)C>[Na+:19].[CH:1]([C:4]1[CH:9]=[CH:8][C:7]([C:10](=[O:17])[CH2:11][CH2:12][CH2:13][C:14]([O-:16])=[O:15])=[CH:6][CH:5]=1)([CH3:3])[CH3:2] |f:1.2,4.5|. Procedure details: Compound 11 was prepared as follows. 5-(4-Isopropyl-phenyl)-5-oxo-pentanoic acid (5 g, 21.3 mmol) was dissolved in 75 mL ethanol in a 250 mL flask. Sodium hydroxide (0.85 g, 21.3 mmol) was added and the reaction stirred overnight under reduced pressure on a rotary evaporator. The solid was dried under vacuum and used without further purification. Found: C, 60.24, H, 6.66, Na, 9.21%; C14H17O3Na requires C, 61.28; H, 6.98, Na, 8.38%. 1H NMR (D2O): δ 7.7, d, 2H (aryl-H's); δ 7.2 d, 2H (aryl H's); δ... The reactants are C(CC)C=1C=C(N)C=CC1 (3-propylaniline), C([O-])(O)=O.[Na+] (sodium bicarbonate), ClCC(=O)OC (methyl chloroacetate). Solvent: CCOCC (ether). Run at time 24 hour. Yields the product COC(CNC1=CC(=CC=C1)CCC)=O (N-(3-Propylphenyl)glycine methyl ester). RXN SMILES: [CH2:1]([C:4]1[CH:5]=[C:6]([CH:8]=[CH:9][CH:10]=1)[NH2:7])[CH2:2][CH3:3].C(=O)(O)[O-].[Na+].Cl[CH2:17][C:18]([O:20][CH3:21])=[O:19]>CCOCC>[CH3:21][O:20][C:18](=[O:19])[CH2:17][NH:7][C:6]1[CH:8]=[CH:9][CH:10]=[C:4]([CH2:1][CH2:2][CH3:3])[CH:5]=1 |f:1.2|. Reported procedure: A mixture of 3-propylaniline (20 g), sodium bicarbonate (24.9 g) and methyl chloroacetate (24.0 g) were stirred under nitrogen at 80°-90° for 24 h. The cooled reaction mixture was poured into ether (100 ml) and filtered. The filtrate was washed with water (100 ml), dilute hydrochloric acid (100 ml) and water (100 ml), then dried and concentrated in vacuo. The oily product (21.2 g) was distilled to give the title compound as a liquid, b.p. 160° at 0.35 mmHg, which solidified to give a low melting... The reactants are CN1CCOCC1, CC1(C)CCc2c(N)cccc21, Cc1cc(C(=O)O)c(C)o1, [Cl-]. Product: Cc1cc(C(=O)Nc2cccc3c2CCC3(C)C)c(C)o1. RXN SMILES: [CH3:13][N:14]1[CH2:15][CH2:16][O:17][CH2:18][CH2:19]1.[CH3:1][C:2]1([CH3:12])[CH2:3][CH2:4][c:5]2[c:6]([NH2:11])[cH:7][cH:8][cH:9][c:10]21.[CH3:21][c:22]1[o:23][c:24]([CH3:30])[cH:25][c:26]1[C:27](=[O:28])[OH:29].[Cl-:20]>>[CH3:1][C:2]1([CH3:12])[CH2:3][CH2:4][c:5]2[c:6]([NH:11][C:27]([c:26]3[c:22]([CH3:21])[o:23][c:24]([CH3:30])[cH:25]3)=[O:28])[cH:7][cH:8][cH:9][c:10]21.